Task: describe an organic reaction: reactants, conditions, products, and yield. Dataset: the Open Reaction Database (ORD), a public repository of structured organic reaction records Reactants: C(CCCCCCCCC=C)O (10-undecen-1-ol), C(C)OP(OCC)OCC (triethylphosphite), ICCCCCCCCCC=C (1-Iodo-10-undecene), S(=O)(=O)([O-])C1=CC=C(C)C=C1 (tosylate). Yields the product C(C)OP(=O)(CCCCCCCCCC=C)OCC (1-[Bis(ethoxy)phosphinyl]-10-undecene). Reaction SMILES: [CH2:1](O)[CH2:2][CH2:3][CH2:4][CH2:5][CH2:6][CH2:7][CH2:8][CH2:9][CH:10]=[CH2:11].ICCCCCCCCCC=C.S(C1C=CC(C)=CC=1)([O-])(=O)=O.[CH2:36]([O:38][P:39]([O:43]CC)[O:40][CH2:41][CH3:42])[CH3:37]>>[CH2:36]([O:38][P:39]([O:40][CH2:41][CH3:42])([CH2:1][CH2:2][CH2:3][CH2:4][CH2:5][CH2:6][CH2:7][CH2:8][CH2:9][CH:10]=[CH2:11])=[O:43])[CH3:37]. Procedure details: 10-undecen-1-ol (1)(numbering from Scheme 1) was converted to iodinated compound 3 through a tosylate intermediate (2). Reaction of 3 with excess triethylphosphite under reflux conditions afforded the diethoxy phosphonate 4, which was converted to the ethoxyhydroxy phosphonate 5 by treatment with trimethylsilylbromide (TMSBr). The double bond of 6 was oxidatively cleaved with ruthenium trichloride and sodium periodate (Carlsen, et al. (1981) J. Org. Chem. 46, 3k936-3938) to yield the terminal ca...